Dataset: the Open Reaction Database (ORD), a public repository of structured organic reaction records. Task: describe an organic reaction: reactants, conditions, products, and yield Reactants: NC1=NC=CC(=N1)C(=O)N[C@H](C)C1=CC(=CC=C1)C(F)(F)F ((R)-2-amino-N-(1-(3-(trifluoromethyl)phenyl)ethyl)pyrimidine-4-carboxamide), C(CC)(=O)Cl (propionyl chloride). The product is C(CC)(=O)NC1=NC=CC(=N1)C(=O)N[C@H](C)C1=CC(=CC=C1)C(F)(F)F ((R)-2-propionamido-N-(1-(3-(trifluoromethyl)phenyl)ethyl)pyrimidine-4-carboxamide). As a reaction SMILES: [NH2:1][C:2]1[N:7]=[C:6]([C:8]([NH:10][C@@H:11]([C:13]2[CH:18]=[CH:17][CH:16]=[C:15]([C:19]([F:22])([F:21])[F:20])[CH:14]=2)[CH3:12])=[O:9])[CH:5]=[CH:4][N:3]=1.[C:23](Cl)(=[O:26])[CH2:24][CH3:25]>>[C:23]([NH:1][C:2]1[N:7]=[C:6]([C:8]([NH:10][C@@H:11]([C:13]2[CH:18]=[CH:17][CH:16]=[C:15]([C:19]([F:22])([F:20])[F:21])[CH:14]=2)[CH3:12])=[O:9])[CH:5]=[CH:4][N:3]=1)(=[O:26])[CH2:24][CH3:25]. Procedure details: The title compound is prepared from (R)-2-amino-N-(1-(3-(trifluoromethyl)phenyl)ethyl)pyrimidine-4-carboxamide (20 mg, 0.06 mmol, Step-1) and propionyl chloride (18 mg, 0.19 mmol) according to the procedure similar to that described in Step-2 of Example 8. Reactants: ClC1=C(C(=CC=C1)Cl)NC(=S)NC(C)=O (N-(2,6-dichlorophenyl)-N'-acetylthiourea), C([O-])([O-])=O.[K+].[K+] (potassium carbonate), C(C)I (ethyliodide). Run in CC(=O)C (acetone). Run at time 5 hour. Yields the product ClC1=C(C(=CC=C1)Cl)NC(SCC)=NC(C)=O (N-(2,6-dichlorophenyl)-N'-acetyl-S-ethylisothiourea). The yield is 56.0%. RXN SMILES: [Cl:1][C:2]1[CH:7]=[CH:6][CH:5]=[C:4]([Cl:8])[C:3]=1[NH:9][C:10]([NH:12][C:13](=[O:15])[CH3:14])=[S:11].C(=O)([O-])[O-].[K+].[K+].[CH2:22](I)[CH3:23]>CC(C)=O>[Cl:1][C:2]1[CH:7]=[CH:6][CH:5]=[C:4]([Cl:8])[C:3]=1[NH:9][C:10](=[N:12][C:13](=[O:15])[CH3:14])[S:11][CH2:22][CH3:23] |f:1.2.3|. Procedure: 7.9 g (0.03 M) of N-(2,6-dichlorophenyl)-N'-acetylthiourea, 3.0 g (0.022 M) of ground potassium carbonate, 3.0 ml (0.04 M) of ethyliodide and 100 ml of acetone are mixed and then boiled for 5 hours. The acetone then is distilled off. The residue is washed with water and filtered. 6.8 g (80.5 % of the theoretical yield) of N-(2,6-dichlorophenyl)-N'-acetyl-S-ethylisothiourea with a melting point of 97°-100° are obtained. After recrystallization from ethyl alcohol the product has a melting point of... The reactants are CCOC(=O)C1(Cc2ccc(Br)cc2)CCC(=O)N1, Fc1ccc(Br)nc1, C1COCCO1, [Cs+], [F-], [Pd], c1ccc(P(c2ccccc2)c2ccccc2)cc1, c1ccc(P(c2ccccc2)c2ccccc2)cc1, c1ccc(P(c2ccccc2)c2ccccc2)cc1, c1ccc(P(c2ccccc2)c2ccccc2)cc1. The product is CCOC(=O)C1(Cc2ccc(-c3ccc(F)cn3)cc2)CCC(=O)N1. RXN SMILES: [Br:1][c:2]1[cH:3][cH:4][c:5]([CH2:6][C:7]2([C:13](=[O:14])[O:15][CH2:16][CH3:17])[NH:8][C:9](=[O:12])[CH2:10][CH2:11]2)[cH:18][cH:19]1.[Br:20][c:21]1[n:22][cH:23][c:24]([F:27])[cH:25][cH:26]1.[CH2:30]1[O:31][CH2:32][CH2:33][O:34][CH2:35]1.[Cs+:29].[F-:28].[Pd:112].[c:36]1([P:37]([c:38]2[cH:39][cH:40][cH:41][cH:42][cH:43]2)[c:44]2[cH:45][cH:46][cH:47][cH:48][cH:49]2)[cH:50][cH:51][cH:52][cH:53][cH:54]1.[c:55]1([P:56]([c:57]2[cH:58][cH:59][cH:60][cH:61][cH:62]2)[c:63]2[cH:64][cH:65][cH:66][cH:67][cH:68]2)[cH:69][cH:70][cH:71][cH:72][cH:73]1.[c:74]1([P:75]([c:76]2[cH:77][cH:78][cH:79][cH:80][cH:81]2)[c:82]2[cH:83][cH:84][cH:85][cH:86][cH:87]2)[cH:88][cH:89][cH:90][cH:91][cH:92]1.[c:93]1([P:94]([c:95]2[cH:96][cH:97][cH:98][cH:99][cH:100]2)[c:101]2[cH:102][cH:103][cH:104][cH:105][cH:106]2)[cH:107][cH:108][cH:109][cH:110][cH:111]1>>[c:2]1(-[c:21]2[n:22][cH:23][c:24]([F:27])[cH:25][cH:26]2)[cH:3][cH:4][c:5]([CH2:6][C:7]2([C:13](=[O:14])[O:15][CH2:16][CH3:17])[NH:8][C:9](=[O:12])[CH2:10][CH2:11]2)[cH:18][cH:19]1. The reactants are CC(C)(C)OC(=O)NCCCN, CCO, O=C=Nc1cccc([N+](=O)[O-])c1. Product: CC(C)(C)OC(=O)NCCCNC(=O)Nc1cccc([N+](=O)[O-])c1. Reaction SMILES: [C:1](=[O:2])([O:3][C:4]([CH3:5])([CH3:6])[CH3:7])[NH:8][CH2:9][CH2:10][CH2:11][NH2:12].[CH3:25][CH2:26][OH:27].[N+:13](=[O:14])([O-:15])[c:16]1[cH:17][c:18]([N:22]=[C:23]=[O:24])[cH:19][cH:20][cH:21]1>>[C:1](=[O:2])([O:3][C:4]([CH3:5])([CH3:6])[CH3:7])[NH:8][CH2:9][CH2:10][CH2:11][NH:12][C:23]([NH:22][c:18]1[cH:17][c:16]([N+:13](=[O:14])[O-:15])[cH:21][cH:20][cH:19]1)=[O:24].